Dataset: the Open Reaction Database (ORD), a public repository of structured organic reaction records. Task: describe an organic reaction: reactants, conditions, products, and yield The reactants are [N+](=O)(O)[O-] (HNO3), C(C1=CC=C(C=C1)OC)(=O)O (p-anisic acid), II (iodine). Solvent: CC(=O)O (HOAc), C(C)(=O)O (acetic acid), OS(=O)(=O)O (H2SO4), O (H2O). Conditions: temperature 45 celsius, time 30 minute. Product: IC=1C=C(C(=O)O)C=CC1OC (3-Iodo-p-anisic Acid). Isolated yield 65.2%. Reaction SMILES: [C:1]([OH:11])(=[O:10])[C:2]1[CH:7]=[CH:6][C:5]([O:8][CH3:9])=[CH:4][CH:3]=1.[I:12]I.[N+]([O-])(O)=O>C(O)(=O)C.OS(O)(=O)=O.O>[I:12][C:6]1[CH:7]=[C:2]([CH:3]=[CH:4][C:5]=1[O:8][CH3:9])[C:1]([OH:11])=[O:10]. Reported procedure: To a mechanically stirred suspension of p-anisic acid (59.90 g, 394 mmol) and iodine (100.0 g, 394 mmol) in a mixture of 325 mL glacial acetic acid and 60 g conc H2SO4, heated to 45° C. with a water bath, was added dropwise a solution of 40 g conc HNO3 in 60 mL HOAc at such a rate that the temperature was maintained between 40-50° C. (ca. 90 min). After addition, the mixture was stirred for 30 min at 50° C., then diluted with 400 mL H2O, which produced a pink solid. The material was collected on... Starting materials: C1(C=2C(C(=O)O1)=CC=CC2)=O (phthalic anhydride), COC1=CC=C(CN)C=C1 (4-methoxybenzylamine). Solvent: C(C)(=O)O (acetic acid). Conditions: temperature 90 celsius. Yields the product COC1=CC=C(CN2C(C=3C(C2=O)=CC=CC3)=O)C=C1 (N-(4-methoxybenzyl)phthalimide). The yield is 87.0%. RXN SMILES: [C:1]1(=[O:11])[O:6][C:4](=O)[C:3]2=[CH:7][CH:8]=[CH:9][CH:10]=[C:2]12.[CH3:12][O:13][C:14]1[CH:21]=[CH:20][C:17]([CH2:18][NH2:19])=[CH:16][CH:15]=1>C(O)(=O)C>[CH3:12][O:13][C:14]1[CH:21]=[CH:20][C:17]([CH2:18][N:19]2[C:1](=[O:11])[C:2]3=[CH:10][CH:9]=[CH:8][CH:7]=[C:3]3[C:4]2=[O:6])=[CH:16][CH:15]=1. Procedure: A mixture of phthalic anhydride (10 g, 0.067 mmol) and 4-methoxybenzylamine (9.7 ml, 0.074) in glacial acetic acid (60 ml) was stirred in a 90° C. oil bath for 2½ hr, cooled to room temperature and the excess acetic acid removed under reduced pressure. The residual mixture was diluted with water (50 ml) and poured slowly into a saturated NaHCO3 solution (150 ml). The mixture was stirred at room temperature overnight and the precipitate collected by filtration, rinsing further with water. The pre... The reactants are [Ca] (calcium), [Ca] (calcium), C(CC(O)(C(=O)[O-])CC(=O)[O-])(=O)[O-].C(CC(O)(C(=O)[O-])CC(=O)[O-])(=O)[O-].[Ca+2].[Ca+2].[Ca+2].C(C(O)C)(=O)[O-].[Ca+2].C(C(O)C)(=O)[O-] (tricalcium dicitrate calcium lactate). Yields the product C(CC(O)(C(=O)[O-])CC(=O)[O-])(=O)[O-].C(CC(O)(C(=O)[O-])CC(=O)[O-])(=O)[O-].[Ca+2].[Ca+2].[Ca+2] (tricalcium dicitrate). RXN SMILES: [Ca:1].[C:2]([O-:14])(=[O:13])[CH2:3][C:4]([CH2:9][C:10]([O-:12])=[O:11])([C:6]([O-:8])=[O:7])[OH:5].[C:15]([O-:27])(=[O:26])[CH2:16][C:17]([CH2:22][C:23]([O-:25])=[O:24])([C:19]([O-:21])=[O:20])[OH:18].[Ca+2].[Ca+2].[Ca+2].C([O-])(=O)C(C)O.[Ca+2].C([O-])(=O)C(C)O>>[C:2]([O-:14])(=[O:13])[CH2:3][C:4]([CH2:9][C:10]([O-:12])=[O:11])([C:6]([O-:8])=[O:7])[OH:5].[C:15]([O-:27])(=[O:26])[CH2:16][C:17]([CH2:22][C:23]([O-:25])=[O:24])([C:19]([O-:21])=[O:20])[OH:18].[Ca+2:1].[Ca+2:1].[Ca+2:1] |f:1.2.3.4.5.6.7.8,9.10.11.12.13|. Reported procedure: The urinary calcium during the second two hours following oral load of 400 mg calcium as tricalcium dicitrate-calcium lactate mixture was 43.8% greater than that obtained with 400 mg as tricalcium dicitrate. Thus, adding calcium lactate to tricalcium dicitrate enhanced the absorbability of calcium. Reactants: CSc1ncc2c(n1)N1CCCC1CN(c1cccc(-c3ncc(C#N)o3)c1)C2=O, CCO, CCOC(C)=O, [Na+], [OH-]. Product: CSc1ncc2c(n1)N1CCCC1CN(c1cccc(-c3ncc(C(N)=O)o3)c1)C2=O. Reaction SMILES: [C:1](#[N:2])[c:3]1[cH:4][n:5][c:6](-[c:8]2[cH:9][c:10]([N:14]3[C:15](=[O:30])[c:16]4[c:17]([n:24][c:25]([S:28][CH3:29])[n:26][cH:27]4)[N:18]4[CH2:19][CH2:20][CH2:21][CH:22]4[CH2:23]3)[cH:11][cH:12][cH:13]2)[o:7]1.[CH3:33][CH2:34][OH:35].[CH3:36][CH2:37][O:38][C:39](=[O:40])[CH3:41].[Na+:32].[OH-:31]>>[C:1]([NH2:2])([c:3]1[cH:4][n:5][c:6](-[c:8]2[cH:9][c:10]([N:14]3[C:15](=[O:30])[c:16]4[c:17]([n:24][c:25]([S:28][CH3:29])[n:26][cH:27]4)[N:18]4[CH2:19][CH2:20][CH2:21][CH:22]4[CH2:23]3)[cH:11][cH:12][cH:13]2)[o:7]1)=[O:31]. Starting materials: CCO, Cc1cc(NCC(=O)O)c([N+](=O)[O-])cc1Cl, [Na], O, O, Cl[Sn]Cl. Yields the product Cc1cc2c(cc1Cl)NC(=O)CN2. RXN SMILES: [CH3:23][CH2:24][OH:25].[Cl:2][c:3]1[cH:4][c:5]([N+:15]([O-:16])=[O:17])[c:6]([NH:10][CH2:11][C:12](=[O:13])[OH:14])[cH:7][c:8]1[CH3:9].[Na:1].[OH2:18].[OH2:19].[Sn:20]([Cl:21])[Cl:22]>>[Cl:2][c:3]1[cH:4][c:5]2[c:6]([cH:7][c:8]1[CH3:9])[NH:10][CH2:11][C:12](=[O:13])[NH:15]2.